Task: describe an organic reaction: reactants, conditions, products, and yield. Dataset: the Open Reaction Database (ORD), a public repository of structured organic reaction records Reactants: C(C=C)OC=1C=C(C(=O)OCC=C)C=CC1[N+](=O)[O-] (allyl 3-allyloxy-4-nitrobenzoate), Stannous chloride dihydrate, [Sn] (tin). Solvent: industrial methylated spirits, industrial methylated spirits. Yields the product C(C=C)OC=1C=C(C(=O)OCC=C)C=CC1N (allyl 3-allyloxy-4-aminobenzoate). Yield: 73.0%. As a reaction SMILES: [CH2:1]([O:4][C:5]1[CH:6]=[C:7]([CH:14]=[CH:15][C:16]=1[N+:17]([O-])=O)[C:8]([O:10][CH2:11][CH:12]=[CH2:13])=[O:9])[CH:2]=[CH2:3].[Sn]>>[CH2:1]([O:4][C:5]1[CH:6]=[C:7]([CH:14]=[CH:15][C:16]=1[NH2:17])[C:8]([O:10][CH2:11][CH:12]=[CH2:13])=[O:9])[CH:2]=[CH2:3] |^3:19|. Procedure details: Stannous chloride dihydrate (22.6 parts) was treated with industrial methylated spirits (70 parts) and heated to 60° to dissolve. The above ester (6.5 parts) was dissolved in industrial methylated spirits (2.8 parts) and run in to the hot solution of tin salt at such a rate as to maintain a gentle reflux (30 minutes). Finally the mixture was heated at reflux for 3 hours. After cooling, solvent was evaporated, and the residue treated with ethyl acetate (125 parts), and stirred in an ice bath. Amm... Reactants: NC(=S)N (thiourea), ClCC(C(C)=O)=O (1-chloro-butane-2,3-dione), Bas 1960. The solvent is C(C)O (ethanol). Run at time 72 hour. Product: NC=1SC=C(N1)C(C)=O (1-(2-amino-thiazol-4-yl)-ethanone). Yield: 78.1%. As a reaction SMILES: [NH2:1][C:2]([NH2:4])=[S:3].Cl[CH2:6][C:7](=O)[C:8](=[O:10])[CH3:9]>C(O)C>[NH2:1][C:2]1[S:3][CH:6]=[C:7]([C:8](=[O:10])[CH3:9])[N:4]=1. Procedure details: To a solution of thiourea (6.79 g, 89.2 mmol) in absolute ethanol (100 mL) was added 1-chloro-butane-2,3-dione (prepared as described by Bonnema, J. et al., Rec. Trav. Chim. Pays-Bas 1960, 79, 1137) (10.75 g, 89.2 mmol) and the mixture stirred at room temperature for 72 hours. The dark brown suspension was concentrated in vacuo, the residue taken up in water (350 mL), acidified with 1M aqueous hydrochloric acid (20 mL) and extracted with ethyl acetate (2×100 mL). The aqueous layer was then neutr... Reaction conditions: time 15 hour. Reported procedure: cis-3-Benzyl-7-(2-fluoro-4-nitrophenyl)-3,7-diazabicyclo[3.3.0]octane (9.11 g, 26.71 mmol), THF (100 mL), and methanol (50 mL) are combined with 10% palladium on carbon (6.67 g) and ammonium formate (16.83 g, 266.90 mmol) under nitrogen, heated to reflux for 2.5 hours, cooled to ambient temperature, stirred 15 hours, filtered through celite and concentrated in vacuo to give crude cis-3-(4-amino-2-fluorophenyl]-3,7-diazabicyclo[3.3.0]octane. cis-3-(4-Amino-2-fluorophenyl]-3,7-diazabicyclo[3.3.0]o... Reagents/catalysts: [Pd] (palladium on carbon). Solvent: CO (methanol). The reactants are C(C1=CC=CC=C1)N1C[C@@H]2CN(C[C@@H]2C1)C1=C(C=C(C=C1)[N+](=O)[O-])F (cis-3-Benzyl-7-(2-fluoro-4-nitrophenyl)-3,7-diazabicyclo[3.3.0]octane), C1CCOC1 (THF), C(=O)[O-].[NH4+] (ammonium formate). Yields the product NC1=CC(=C(C=C1)N1C[C@@H]2CNC[C@@H]2C1)F (cis-3-(4-amino-2-fluorophenyl]-3,7-diazabicyclo[3.3.0]octane). RXN SMILES: C([N:8]1[CH2:15][C@@H:14]2[C@@H:10]([CH2:11][N:12]([C:16]3[CH:21]=[CH:20][C:19]([N+:22]([O-])=O)=[CH:18][C:17]=3[F:25])[CH2:13]2)[CH2:9]1)C1C=CC=CC=1.C1COCC1.C([O-])=O.[NH4+]>[Pd].CO>[NH2:22][C:19]1[CH:20]=[CH:21][C:16]([N:12]2[CH2:11][C@@H:10]3[C@@H:14]([CH2:15][NH:8][CH2:9]3)[CH2:13]2)=[C:17]([F:25])[CH:18]=1 |f:2.3|. Starting materials: FC(C1=CC=C(C=C1)C1=CC2CCC(C1)N2)(F)F ((±)-3-(4-trifluoromethylphenyl)-8-azabicyclo[3.2.1]oct-2-ene), CS(=O)C (dimethyl sulphoxide), [11C]-methyl iodide. Solvent: amine. Run at temperature 130 celsius. Yields the product CN1C2C=C(CC1CC2)C2=CC=C(C=C2)C(F)(F)F ((±)8-methyl-3-(4-trifluoromethylphenyl)-8-azabicyclo[3.2.1]oct-2-ene). As a reaction SMILES: [F:1][C:2]([F:18])([F:17])[C:3]1[CH:8]=[CH:7][C:6]([C:9]2[CH2:15][CH:14]3[NH:16][CH:11]([CH2:12][CH2:13]3)[CH:10]=2)=[CH:5][CH:4]=1.[CH3:19]S(C)=O>>[CH3:19][N:16]1[CH:14]2[CH2:13][CH2:12][CH:11]1[CH:10]=[C:9]([C:6]1[CH:5]=[CH:4][C:3]([C:2]([F:1])([F:17])[F:18])=[CH:8][CH:7]=1)[CH2:15]2. Procedure: (±)-3-(4-trifluoromethylphenyl)-8-azabicyclo[3.2.1]oct-2-ene in the form of a free amine (1 mg) was dissolved in anhydrous dimethyl sulphoxide (DMSO; 300 ml), and then reacted with [11C]-methyl iodide and heated for 5 min at 130° C. The resulting N-[11C]-methyl labelled [11C]-compound was subsequently purified by HPLC. Removal of the HPLC solvent was achieved by heating the [11C]-labelled (±)8-methyl-3-(4-trifluoromethylphenyl)-8-azabicyclo[3.2.1]oct-2-ene containing fraction under reduced press... Reactants: COC=1C=C(C=CC1N1C=NC(=C1)C)NC(=N)N (1-(3-Methoxy-4-(4-methyl-1H- imidazol-1-yl)phenyl)guanidine), C([O-])([O-])=O.[K+].[K+] (potassium carbonate), CC1=NN(C(=C1)C)C(C(=O)C1CN(CCC1=O)C(=O)OC(C)(C)C)C (tert-butyl 3-(2-(3,5-dimethyl-1H-pyrazol-1-yl)propanoyl)-4-oxopiperidine-1-carboxylate). Run in CCO (EtOH). Reaction conditions: time 8 hour. Yields the product CC1=NN(C(=C1)C)C(C)C=1C2=C(N=C(N1)NC1=CC(=C(C=C1)N1C=NC(=C1)C)OC)CCN(C2)C(=O)OC(C)(C)C (tert-Butyl 4-(1-(3,5-dimethyl-1H-pyrazol-1-yl)ethyl)-2-(3-methoxy-4-(4-methyl-1H-imidazol-1-yl)phenylamino)-7,8-dihydropyrido[4,3-d]pyrimidine-6(5H)-carboxylate). As a reaction SMILES: [CH3:1][O:2][C:3]1[CH:4]=[C:5]([NH:15][C:16]([NH2:18])=[NH:17])[CH:6]=[CH:7][C:8]=1[N:9]1[CH:13]=[C:12]([CH3:14])[N:11]=[CH:10]1.C(=O)([O-])[O-].[K+].[K+].[CH3:25][C:26]1[CH:30]=[C:29]([CH3:31])[N:28]([CH:32]([CH3:49])[C:33]([CH:35]2[C:40](=O)[CH2:39][CH2:38][N:37]([C:42]([O:44][C:45]([CH3:48])([CH3:47])[CH3:46])=[O:43])[CH2:36]2)=O)[N:27]=1>CCO>[CH3:25][C:26]1[CH:30]=[C:29]([CH3:31])[N:28]([CH:32]([C:33]2[C:35]3[CH2:36][N:37]([C:42]([O:44][C:45]([CH3:46])([CH3:48])[CH3:47])=[O:43])[CH2:38][CH2:39][C:40]=3[N:17]=[C:16]([NH:15][C:5]3[CH:6]=[CH:7][C:8]([N:9]4[CH:13]=[C:12]([CH3:14])[N:11]=[CH:10]4)=[C:3]([O:2][CH3:1])[CH:4]=3)[N:18]=2)[CH3:49])[N:27]=1 |f:1.2.3|. Procedure details: 1-(3-Methoxy-4-(4-methyl-1H- imidazol-1-yl)phenyl)guanidine (175 mg, 0.57 mmol) and potassium carbonate (196 mg, 1.42 mmol) in EtOH (7 mL) were heated to 50° C. and tert-butyl 3-(2-(3,5-dimethyl-1H-pyrazol-1-yl)propanoyl)-4-oxopiperidine-1-carboxylate (248 mg, 0.71 mmol) added. The reaction mixture was stirred overnight. The solvent was evaporated and DCM added. The organic phase was washed with water and concentrated. The crude product was used as such in next step (450 mg, 113%). Reactants: C(#N)NC(=NCCS)NC (N-cyano-N'-methyl-N"-(2-mercaptoethyl)guanidine), C(#N)NC(=N)NCCS (N-cyano-N'-(2-mercaptoethyl)guanidine). Product: C(#N)NC(=NCCCS)NC (N-cyano-N'-methyl-N"-(3-mercaptopropyl)guanidine). Reaction SMILES: [C:1]([NH:3][C:4]([NH:9][CH3:10])=[N:5][CH2:6][CH2:7]S)#[N:2].C(NC(NC[CH2:18][SH:19])=N)#N>>[C:1]([NH:3][C:4]([NH:9][CH3:10])=[N:5][CH2:6][CH2:7][CH2:18][SH:19])#[N:2]. Procedure details: for N-cyano-N'-methyl-N"-(2-mercaptoethyl)guanidine in the procedure of Example 2(ii) leads to the production of (a)